From a dataset of the Open Reaction Database (ORD), a public repository of structured organic reaction records. describe an organic reaction: reactants, conditions, products, and yield Reactants: CCOC(C)=O, CS(=O)c1nnc(N)s1, O=C(Cl)Cl. Yields the product CS(=O)c1nnc(N=C=O)s1. As a reaction SMILES: [CH3:14][CH2:15][O:16][C:17](=[O:18])[CH3:19].[CH3:5][S:6](=[O:7])[c:8]1[n:9][n:10][c:11]([NH2:13])[s:12]1.[Cl:1][C:2]([Cl:3])=[O:4]>>[C:2](=[O:4])=[N:13][c:11]1[n:10][n:9][c:8]([S:6]([CH3:5])=[O:7])[s:12]1. The reactants are [N+](=O)([O-])C=1C=CC2=C(S(C3=C2C=CC=C3)(=O)=O)C1 (3-nitro-dibenzothiophene-5,5-dioxide), C(CC)O (n-propanol), Cl (hydrochloric acid), [Sn] (tin). Solvent: O (water). Product: NC=1C=CC2=C(S(C3=C2C=CC=C3)(=O)=O)C1 (3-amino-dibenzothiophene-5,5-dioxide). The yield is 93.0%. RXN SMILES: [N+:1]([C:4]1[CH:5]=[CH:6][C:7]2[C:11]3[CH:12]=[CH:13][CH:14]=[CH:15][C:10]=3[S:9](=[O:17])(=[O:16])[C:8]=2[CH:18]=1)([O-])=O.C(O)CC.Cl.[Sn]>O>[NH2:1][C:4]1[CH:5]=[CH:6][C:7]2[C:11]3[CH:12]=[CH:13][CH:14]=[CH:15][C:10]=3[S:9](=[O:17])(=[O:16])[C:8]=2[CH:18]=1 |^3:23|. Procedure: A 3 L round-bottom-flask equipped with a stirring bar, reflux condenser, and gas inlet was charged with 3-nitro-dibenzothiophene-5,5-dioxide (26 g, 0.1 mol), n-propanol (280 mL), water (840 mL), concentrated hydrochloric acid (325 mL), and tin powder, 20 mesh (65 g, 0.55 mol) then purged with nitrogen. The slurry was heated to a reflux overnight, which led to the consumption of the yellow crystals. The hot solution was filtered to remove the remaining tin powder then cooled to room temperature a... Reactants: O=C([O-])[O-], CCC(=O)Cl, CC#N, [K+], [K+], Nc1ccccc1-c1nc2ccccc2[nH]1. Yields the product CCC(=O)Nc1ccccc1-c1nc2ccccc2[nH]1. Reaction SMILES: [C:17](=[O:18])([O-:19])[O-:20].[C:23]([CH2:24][CH3:25])(=[O:26])[Cl:27].[CH3:28][C:29]#[N:30].[K+:21].[K+:22].[NH2:1][c:2]1[c:3](-[c:8]2[nH:9][c:10]3[c:11]([n:12]2)[cH:13][cH:14][cH:15][cH:16]3)[cH:4][cH:5][cH:6][cH:7]1>>[NH:1]([c:2]1[c:3](-[c:8]2[nH:9][c:10]3[c:11]([n:12]2)[cH:13][cH:14][cH:15][cH:16]3)[cH:4][cH:5][cH:6][cH:7]1)[C:23]([CH2:24][CH3:25])=[O:26]. Starting materials: ClC1=CC(=C(NC(C)=O)C=C1)F (4'-chloro-2'-fluoroacetanilide), [N+](=O)(O)[O-] (nitric acid). Run in S(O)(O)(=O)=O (sulfuric acid). Conditions: temperature 0 celsius, time 10 minute. The product is ClC1=CC(=C(NC(C)=O)C=C1[N+](=O)[O-])F (4'-Chloro-2'-fluoro-5'-nitroacetanilide). RXN SMILES: [Cl:1][C:2]1[CH:11]=[CH:10][C:5]([NH:6][C:7](=[O:9])[CH3:8])=[C:4]([F:12])[CH:3]=1.[N+:13]([O-])([OH:15])=[O:14]>S(=O)(=O)(O)O>[Cl:1][C:2]1[C:11]([N+:13]([O-:15])=[O:14])=[CH:10][C:5]([NH:6][C:7](=[O:9])[CH3:8])=[C:4]([F:12])[CH:3]=1. Procedure details: A mixture of 4'-chloro-2'-fluoroacetanilide (51 g, 0.272 mol) in concentrated sulfuric acid (100 mL) is cooled to 0° C., treated with nitric acid (90% real, 14 mL, 0.300 mol) over 45 minutes, stirred for 10 minutes, and poured onto ice. The resultant aqueous mixture is filtered to obtain a tan solid which is washed with water, dried overnight, and recrystallized from a chloroform/hexanes (17:1) solution to give the title product as a yellow solid. Starting materials: Cc1[nH]c2c(N3CCc4ccccc4C3)nc(C#N)cc2c1C, CC(C)C[Al+]CC(C)C, CCOCC, [H-], [Na+], C1CCOC1, [OH-], O. Yields the product Cc1[nH]c2c(N3CCc4ccccc4C3)nc(C=O)cc2c1C. RXN SMILES: [CH2:11]1[N:12]([c:21]2[n:22][c:23]([C:32]#[N:33])[cH:24][c:25]3[c:26]2[nH:27][c:28]([CH3:31])[c:29]3[CH3:30])[CH2:13][CH2:14][c:15]2[cH:16][cH:17][cH:18][cH:19][c:20]21.[CH2:2]([Al+:3][CH2:4][CH:5]([CH3:6])[CH3:7])[CH:8]([CH3:9])[CH3:10].[CH3:42][CH2:43][O:44][CH2:45][CH3:46].[H-:1].[Na+:36].[O:37]1[CH2:38][CH2:39][CH2:40][CH2:41]1.[OH-:35].[OH2:34]>>[CH2:11]1[N:12]([c:21]2[n:22][c:23]([CH:32]=[O:34])[cH:24][c:25]3[c:26]2[nH:27][c:28]([CH3:31])[c:29]3[CH3:30])[CH2:13][CH2:14][c:15]2[cH:16][cH:17][cH:18][cH:19][c:20]21. Starting materials: C(C=1C(O)=CC=CC1)(=O)O (salicylic acid), NC(=O)N.C1(CCCCC1)N=C=NC1CCCCC1 (dicyclohexyl carbodiimide urea), C(C)(=O)C1(C(C(=O)O)C=C(C=C1)NC(C(=C)C)=O)O (2-acetyl-5-methacrylamidosalicylic acid), C1(CCCCC1)N=C=NC1CCCCC1 (dicyclohexyl carbodiimide), ON1C(CCC1=O)=O (N-hydroxysuccinimide). Run in ClCCl (dichloromethane). Conditions: time 8 hour. The product is C(C)(=O)C1(C(C(=O)OCC=2C(O)=CC=CC2)C=C(C=C1)NC(C(=C)C)=O)O (salicyl 2-acetyl-5-methacrylamidosalicylate). RXN SMILES: [C:1]([C:4]1([OH:19])[CH:12]=[CH:11][C:10]([NH:13][C:14](=[O:18])[C:15]([CH3:17])=[CH2:16])=[CH:9][CH:5]1[C:6]([OH:8])=[O:7])(=[O:3])[CH3:2].C1(N=C=NC2CCCCC2)CCCCC1.ON1C(=O)CCC1=O.[C:43](O)(=O)[C:44]1[C:45](=[CH:47][CH:48]=[CH:49][CH:50]=1)[OH:46].NC(N)=O.C1(N=C=NC2CCCCC2)CCCCC1>ClCCl>[C:1]([C:4]1([OH:19])[CH:12]=[CH:11][C:10]([NH:13][C:14](=[O:18])[C:15]([CH3:17])=[CH2:16])=[CH:9][CH:5]1[C:6]([O:8][CH2:43][C:44]1[C:45](=[CH:47][CH:48]=[CH:49][CH:50]=1)[OH:46])=[O:7])(=[O:3])[CH3:2] |f:4.5|. Procedure details: To a solution of 2-acetyl-5-methacrylamidosalicylic acid (1 part by mole), dicyclohexyl carbodiimide (1.1 part by mole) in dry dichloromethane is added N-hydroxysuccinimide. To the solution is further added salicylic acid (1.1 part by mole). The solution is stirred at room temperature overnight. After the reaction, the precipitate including dicyclohexyl carbodiimide urea is removed by filtration. The solution is washed by distilled water three times, by an aqueous solution of 5% by weight of ace... Reactants: CN(C)C1CCNC1, N#Cc1ccc(F)c(Cl)c1, [H-], [Na+], CN(C)C=O, O. Yields the product CN(C)C1CCN(c2ccc(C#N)cc2Cl)C1. Reaction SMILES: [CH3:11][N:12]([CH:13]1[CH2:14][NH:15][CH2:16][CH2:17]1)[CH3:18].[Cl:1][c:2]1[cH:3][c:4]([C:5]#[N:6])[cH:7][cH:8][c:9]1[F:10].[H-:19].[Na+:20].[O:22]=[CH:23][N:24]([CH3:25])[CH3:26].[OH2:21]>>[Cl:1][c:2]1[cH:3][c:4]([C:5]#[N:6])[cH:7][cH:8][c:9]1[N:15]1[CH2:14][CH:13]([N:12]([CH3:11])[CH3:18])[CH2:17][CH2:16]1. The reactants are ClC=1C=C(C(=O)OO)C=CC1 (3-chloroperoxybenzoic acid), O=C1N(C=2CCCC(C2C(N1)C1=C(C=C(C#N)C=C1)SC)=O)C1=CC(=CC=C1)C(F)(F)F (4-[2,5-dioxo-1-(3-trifluoromethyl-phenyl)-1,2,3,4,5,6,7,8-octahydro-quinazolin-4-yl]-3-methylsulfanyl-benzonitrile), O=C1N(C=2CCCC(C2C(N1)C1=C(C=C(C#N)C=C1)SC)=O)C1=CC(=CC=C1)C(F)(F)F (4-[2,5-dioxo-1-(3-trifluoromethyl-phenyl)-1,2,3,4,5,6,7,8-octahydro-quinazolin-4-yl]-3-methylsulfanyl-benzonitrile). Run in ClCCl (dichloromethane). Conditions: time 10 minute. The product is O=C1N(C=2CCCC(C2C(N1)C1=C(C=C(C#N)C=C1)S(=O)C)=O)C1=CC(=CC=C1)C(F)(F)F (4-[2,5-Dioxo-1-(3-trifluoromethyl-phenyl)-1,2,3,4,5,6,7,8-octahydro-quinazolin-4-yl]-3-methanesulfinyl-benzonitrile). RXN SMILES: ClC1C=C(C=CC=1)C(OO)=[O:6].[O:12]=[C:13]1[NH:22][CH:21]([C:23]2[CH:30]=[CH:29][C:26]([C:27]#[N:28])=[CH:25][C:24]=2[S:31][CH3:32])[C:20]2[C:19](=[O:33])[CH2:18][CH2:17][CH2:16][C:15]=2[N:14]1[C:34]1[CH:39]=[CH:38][CH:37]=[C:36]([C:40]([F:43])([F:42])[F:41])[CH:35]=1>ClCCl>[O:12]=[C:13]1[NH:22][CH:21]([C:23]2[CH:30]=[CH:29][C:26]([C:27]#[N:28])=[CH:25][C:24]=2[S:31]([CH3:32])=[O:6])[C:20]2[C:19](=[O:33])[CH2:18][CH2:17][CH2:16][C:15]=2[N:14]1[C:34]1[CH:39]=[CH:38][CH:37]=[C:36]([C:40]([F:43])([F:42])[F:41])[CH:35]=1. Reported procedure: 3-chloroperoxybenzoic acid (77%, 111 mg, 0.495 mmol) is added at room temperature to a solution of 4-[2,5-dioxo-1-(3-trifluoromethyl-phenyl)-1,2,3,4,5,6,7,8-octahydro-quinazolin-4-yl]-3-methylsulfanyl-benzonitrile (INTERMEDIATE 6, 340 mg, purity 70%, 0.520 mmol) in dichloromethane (2 mL) and the mixture is stirred for 10 min. The reaction mixture is concentrated under reduced pressure and purified by reversed phase HPLC (X-Bridge C18, gradient of acetonitrile in water, 0.1% NH4OH) yielding the t... Run at time 2 hour. As a reaction SMILES: C(O[BH-](OC(=O)C)OC(=O)C)(=O)C.[Na+].C(O)(=O)C.[CH3:19][C:20]([CH3:22])=O.[F:23][C:24]1[CH:29]=[C:28]([F:30])[CH:27]=[CH:26][C:25]=1[C@@H:31]1[CH2:35][NH:34][CH2:33][C@H:32]1[C:36]([O:38][CH3:39])=[O:37].C(=O)([O-])O.[Na+]>ClCCl.[Cl-].[Na+].O>[F:23][C:24]1[CH:29]=[C:28]([F:30])[CH:27]=[CH:26][C:25]=1[C@@H:31]1[CH2:35][N:34]([CH:20]([CH3:22])[CH3:19])[CH2:33][C@H:32]1[C:36]([O:38][CH3:39])=[O:37] |f:0.1,5.6,8.9.10|. The solvent is ClCCl (dichloromethane), ClCCl (dichloromethane), [Cl-].[Na+].O (brine). Product: FC1=C(C=CC(=C1)F)[C@H]1[C@@H](CN(C1)C(C)C)C(=O)OC (Methyl (3S,4R)-4-(2,4-difluorophenyl)-1-isopropylpyrrolidine-3-carboxylate). The reactants are C(C)(=O)O[BH-](OC(C)=O)OC(C)=O.[Na+] (Sodium triacetoxyborohydride), C(C)(=O)O (acetic acid), CC(=O)C (acetone), FC1=C(C=CC(=C1)F)[C@H]1[C@@H](CNC1)C(=O)OC (methyl (3S,4R)-4-(2,4-difluorophenyl)pyrrolidine-3-carboxylate), 31, C(O)([O-])=O.[Na+] (sodium hydrogen carbonate). Reported procedure: Sodium triacetoxyborohydride (1.32 g, 6.22 mmol) and acetic acid (235 μL, 4.14 mmol) were added to a solution of acetone (304 μL, 4.14 mmol) and methyl (3S,4R)-4-(2,4-difluorophenyl)pyrrolidine-3-carboxylate, from preparation 31 (1 g, 4.14 mmol) in dichloromethane (20 mL) at room temperature. The resulting mixture was stirred for 2 hours and diluted with dichloromethane (10 mL). Aqueous sodium hydrogen carbonate solution was added (2×20 mL) followed by brine (20 mL). The phases were separated, t...